From a dataset of the Open Reaction Database (ORD), a public repository of structured organic reaction records. describe an organic reaction: reactants, conditions, products, and yield Reactants: monohydrate, ClC1=CC=C(C=C1)C1=NOC(=N1)S (3-(p-chlorophenyl)-5-mercapto-1,2,4-oxadiazole), ClCC(=O)O (chloroacetic acid), C([O-])([O-])=O.[K+].[K+] (potassium carbonate). Solvent: O (water). The product is ClC1=CC=C(C=C1)C1=NOC(=N1)SCC(=O)O ([3-(p-chlorophenyl)-1,2,4-oxadiazol-5-ylthio]acetic acid). The yield is 67.0%. RXN SMILES: [Cl:1][C:2]1[CH:7]=[CH:6][C:5]([C:8]2[N:12]=[C:11]([SH:13])[O:10][N:9]=2)=[CH:4][CH:3]=1.Cl[CH2:15][C:16]([OH:18])=[O:17].C(=O)([O-])[O-].[K+].[K+]>O>[Cl:1][C:2]1[CH:3]=[CH:4][C:5]([C:8]2[N:12]=[C:11]([S:13][CH2:15][C:16]([OH:18])=[O:17])[O:10][N:9]=2)=[CH:6][CH:7]=1 |f:2.3.4|. Procedure details: A mixture of 3-(p-chlorophenyl)-5-mercapto-1,2,4-oxadiazole (106 parts), chloroacetic acid (48 parts), potassium carbonate (75 parts) and water (100 parts) was heated at reflux for one hour. The solution was filtered hot, cooled, acidified and the solid separated to give [3-(p-chlorophenyl)-1,2,4-oxadiazol-5-ylthio]acetic acid (91 parts, 67% yield), melting point 112°-114° C. (as monohydrate). Reactants: [BH4-], CCO, CC(C)[O-], CC(C)[O-], CC(C)[O-], CC(C)[O-], COc1c(C)cc(F)cc1C(C)=O, N, [Na+], [Ti+4]. Product: COc1c(C)cc(F)cc1C(C)N. As a reaction SMILES: [BH4-:15].[CH3:17][CH2:18][OH:19].[CH3:20][CH:21]([CH3:22])[O-:23].[CH3:25][CH:26]([CH3:27])[O-:28].[CH3:29][CH:30]([CH3:31])[O-:32].[CH3:33][CH:34]([CH3:35])[O-:36].[F:1][c:2]1[cH:3][c:4]([CH3:13])[c:5]([O:11][CH3:12])[c:6]([C:8]([CH3:9])=[O:10])[cH:7]1.[NH3:14].[Na+:16].[Ti+4:24]>>[F:1][c:2]1[cH:3][c:4]([CH3:13])[c:5]([O:11][CH3:12])[c:6]([CH:8]([CH3:9])[NH2:14])[cH:7]1. Starting materials: CO, NCCCCCCO, C1CCOC1, O, O=C(O)CNC(=O)OCc1ccccc1. Product: O=C(CNC(=O)OCc1ccccc1)NCCCCCCO. As a reaction SMILES: [CH3:30][OH:31].[NH2:16][CH2:17][CH2:18][CH2:19][CH2:20][CH2:21][CH2:22][OH:23].[O:25]1[CH2:26][CH2:27][CH2:28][CH2:29]1.[OH2:24].[OH:1][C:2](=[O:3])[CH2:4][NH:5][C:6](=[O:7])[O:8][CH2:9][c:10]1[cH:11][cH:12][cH:13][cH:14][cH:15]1>>[C:2](=[O:3])([CH2:4][NH:5][C:6](=[O:7])[O:8][CH2:9][c:10]1[cH:11][cH:12][cH:13][cH:14][cH:15]1)[NH:16][CH2:17][CH2:18][CH2:19][CH2:20][CH2:21][CH2:22][OH:23]. Reactants: Cc1cc(C)c(CNC(=O)c2cc(Br)cc(N(C)C3CCCCC3)c2C)c(=O)[nH]1, O=C([O-])[O-], Cn1cc(B2OC(C)(C)C(C)(C)O2)cn1, [Na+], [Na+], C1COCCO1, O. The product is Cc1cc(C)c(CNC(=O)c2cc(-c3cnn(C)c3)cc(N(C)C3CCCCC3)c2C)c(=O)[nH]1. As a reaction SMILES: [Br:1][c:2]1[cH:3][c:4]([N:22]([CH3:23])[CH:24]2[CH2:25][CH2:26][CH2:27][CH2:28][CH2:29]2)[c:5]([CH3:21])[c:6]([C:7](=[O:8])[NH:9][CH2:10][c:11]2[c:12](=[O:19])[nH:13][c:14]([CH3:18])[cH:15][c:16]2[CH3:17])[cH:20]1.[C:45](=[O:46])([O-:47])[O-:48].[CH3:30][n:31]1[n:32][cH:33][c:34]([B:36]2[O:37][C:38]([CH3:39])([CH3:40])[C:41]([CH3:42])([CH3:43])[O:44]2)[cH:35]1.[Na+:49].[Na+:50].[O:52]1[CH2:53][CH2:54][O:55][CH2:56][CH2:57]1.[OH2:51]>>[c:2]1(-[c:34]2[cH:33][n:32][n:31]([CH3:30])[cH:35]2)[cH:3][c:4]([N:22]([CH3:23])[CH:24]2[CH2:25][CH2:26][CH2:27][CH2:28][CH2:29]2)[c:5]([CH3:21])[c:6]([C:7](=[O:8])[NH:9][CH2:10][c:11]2[c:12](=[O:19])[nH:13][c:14]([CH3:18])[cH:15][c:16]2[CH3:17])[cH:20]1. The reactants are Cl (hydrochloric acid), B (borane), O1CCCC1 (tetrahydrofuran), O1CCCC1 (tetrahydrofuran), O1CCCC1 (tetrahydrofuran), C(C1=CC=CC=C1)N1CC2=C(N(C=3C=CC=CC23)C2=CC=CC=C2)CC1 (2-benzyl-5-phenyl-1,2,3,4-tetrahydropyrido[4,3-b]indole). The solvent is C(C)(=O)O (acetic acid). Product: Cl.C(C1=CC=CC=C1)N1C[C@@H]2[C@H](N(C=3C=CC=CC23)C2=CC=CC=C2)CC1 (trans-2-benzyl-2,3,4,4a,5,9b-hexahydro-5-phenyl-1H-pyrido[4,3-b]indole Hydrochloride). As a reaction SMILES: B.O1CCCC1.[CH2:7]([N:14]1[CH2:32][CH2:31][C:17]2[N:18]([C:25]3[CH:30]=[CH:29][CH:28]=[CH:27][CH:26]=3)[C:19]3[CH:20]=[CH:21][CH:22]=[CH:23][C:24]=3[C:16]=2[CH2:15]1)[C:8]1[CH:13]=[CH:12][CH:11]=[CH:10][CH:9]=1.[ClH:33]>C(O)(=O)C>[ClH:33].[CH2:7]([N:14]1[CH2:32][CH2:31][C@H:17]2[N:18]([C:25]3[CH:26]=[CH:27][CH:28]=[CH:29][CH:30]=3)[C:19]3[CH:20]=[CH:21][CH:22]=[CH:23][C:24]=3[C@@H:16]2[CH2:15]1)[C:8]1[CH:13]=[CH:12][CH:11]=[CH:10][CH:9]=1 |f:5.6|. Reported procedure: To a solution of 0.140 moles of borane in 150 ml. of tetrahydrofuran stirred at 0° C. in a three-necked round bottom flask fitted with magnetic stirrer, thermometer, condenser and addition funnel, and maintained under a nitrogen atmosphere, was added a solution of 23.9 g. (0.071 mole) of 2-benzyl-5-phenyl-1,2,3,4-tetrahydropyrido[4,3-b]indole in 460 ml. of dry tetrahydrofuran. The addition was carried out at such a rate as to maintain the reaction temperature below 9° C. When the addition was co... Solvent: O (water), C(C)#N (acetonitrile). As a reaction SMILES: [CH:1]1[C:11]2[C:10](=[O:12])[NH:9][C:8]3[CH:13]=[CH:14][CH:15]=[CH:16][C:7]=3[NH:6][C:5]=2[CH:4]=[CH:3][CH:2]=1.C([Li])CCC.Br[CH2:23][CH2:24][CH2:25][CH2:26][CH2:27][CH2:28][N:29]1[CH2:35][CH2:34][CH2:33][CH2:32][CH2:31][CH2:30]1.[ClH:36]>O.C(#N)C>[ClH:36].[N:29]1([CH2:28][CH2:27][CH2:26][CH2:25][CH2:24][CH2:23][N:6]2[C:5]3[CH:4]=[CH:3][CH:2]=[CH:1][C:11]=3[C:10](=[O:12])[NH:9][C:8]3[CH:13]=[CH:14][CH:15]=[CH:16][C:7]2=3)[CH2:35][CH2:34][CH2:33][CH2:32][CH2:31][CH2:30]1 |f:6.7|. Yield: 15.0%. The product is Cl.N1(CCCCCC1)CCCCCCN1C2=C(NC(C3=C1C=CC=C3)=O)C=CC=C2 (5,10-Dihydro-5-[6-(hexahydro-1H-1-azepinyl)hexyl]-11H-dibenzo[b,e][1,4]diazepin-11-one hydrochloride). Procedure details: Prepared analogously to Example 6 from 5,10-dihydro-11H-dibenzo[b,e][1,4]diazepin-11-one, n-butyl-lithium and 1-bromo-6-(hexahydro-1H-1-azepinyl)hexane in a yield of 15% of theory. The monohydrochloride, which is sparingly soluble in water, melted at 103°-105° C. (from acetonitrile using activated charcoal). Reactants: C1=CC=CC=2NC3=C(NC(C21)=O)C=CC=C3 (5,10-dihydro-11H-dibenzo[b,e][1,4]diazepin-11-one), C(CCC)[Li] (n-butyl-lithium), BrCCCCCCN1CCCCCC1 (1-bromo-6-(hexahydro-1H-1-azepinyl)hexane), Cl (monohydrochloride). Conditions: temperature -78 celsius, time 30 minute. Product: FC1(CCN(C2=C(C1=O)C=CC=C2)S(=O)(=O)C2=CC=C(C)C=C2)F (4,4-difluoro-1-tosyl-2,3,4,5-tetrahydro-1H-1-benzazepin-5-one). RXN SMILES: C(NC(C)C)(C)C.CC(C)([O-])C.[K+].[F:14][CH:15]1[C:21](=[O:22])[C:20]2[CH:23]=[CH:24][CH:25]=[CH:26][C:19]=2[N:18]([S:27]([C:30]2[CH:36]=[CH:35][C:33]([CH3:34])=[CH:32][CH:31]=2)(=[O:29])=[O:28])[CH2:17][CH2:16]1.C1C=CC(S(N(S(C2C=CC=CC=2)(=O)=O)[F:47])(=O)=O)=CC=1.Cl>O1CCCC1.CCCCCC>[F:14][C:15]1([F:47])[C:21](=[O:22])[C:20]2[CH:23]=[CH:24][CH:25]=[CH:26][C:19]=2[N:18]([S:27]([C:30]2[CH:31]=[CH:32][C:33]([CH3:34])=[CH:35][CH:36]=2)(=[O:29])=[O:28])[CH2:17][CH2:16]1 |f:1.2|. Isolated yield 30.4%. Solvent: CCCCCC (n-hexane), O1CCCC1 (tetrahydrofuran), O1CCCC1 (tetrahydrofuran), O1CCCC1 (tetrahydrofuran). Starting materials: C(C)(C)NC(C)C (diisopropylamine), CC(C)([O-])C.[K+] (potassium t-butoxide), C1=CC=C(C=C1)S(=O)(=O)N(F)S(=O)(=O)C2=CC=CC=C2 (N-fluorobenzenesulfonimide), Cl (hydrochloric acid), FC1CCN(C2=C(C1=O)C=CC=C2)S(=O)(=O)C2=CC=C(C)C=C2 (4-fluoro-1-tosyl-2,3,4,5-tetrahydro-1H-1-benzazepin-5-one). Procedure details: To 300 ml of tetrahydrofuran solution containing 2.62 g of diisopropylamine and 2.91 g of potassium t-butoxide was added dropwise 16.2 ml of 1.6N n-hexane solution of n-butyllithilum at -78° C., followed by 30 minutes of stirring at -78° C. To this reaction solution was added 70 ml of tetrahydrofuran solution containing 7.2 g of 4-fluoro-1-tosyl-2,3,4,5-tetrahydro-1H-1-benzazepin-5-one, followed by 1 hour of stirring at -78° C. The reaction solution was mixed with 70 ml of tetrahydrofuran soluti... Reactants: COC=1C=C(C(=O)OCC)C(=CC1OCC(F)(F)F)[N+](=O)[O-] (ethyl 3-methoxy-4-(2,2,2-trifluoroethoxy)-6-nitrobenzoate). The reagents and catalysts are [Pd] (palladium on carbon). Run in C(C)O (ethanol), C(C)(=O)OCC (ethyl acetate). Conditions: time 18 hour. Product: COC=1C=C(C(=O)OCC)C(=CC1OCC(F)(F)F)N (ethyl 3-methoxy-4-(2,2,2-trifluoroethoxy)-6-aminobenzoate). The yield is 92.7%. As a reaction SMILES: [CH3:1][O:2][C:3]1[CH:4]=[C:5]([C:11]([N+:20]([O-])=O)=[CH:12][C:13]=1[O:14][CH2:15][C:16]([F:19])([F:18])[F:17])[C:6]([O:8][CH2:9][CH3:10])=[O:7]>[Pd].C(O)C.C(OCC)(=O)C>[CH3:1][O:2][C:3]1[CH:4]=[C:5]([C:11]([NH2:20])=[CH:12][C:13]=1[O:14][CH2:15][C:16]([F:18])([F:17])[F:19])[C:6]([O:8][CH2:9][CH3:10])=[O:7]. Procedure: A suspension of ethyl 3-methoxy-4-(2,2,2-trifluoroethoxy)-6-nitrobenzoate (24.0 g, 74.3 mmol) and 10% palladium on carbon (3.0 g) in a mixture of ethanol (100 ml) and ethyl acetate (750 ml) was stirred under an atmosphere of hydrogen for 18 hours. Removal of the catalyst by filtration, followed by solvent evaporation in vacuo yielded ethyl 3-methoxy-4-(2,2,2-trifluoroethoxy)-6-aminobenzoate (20.2 g, 93% yield) as a pale brown solid: Reactants: compound, N1CCCC1 (pyrrolidine), CC=1N=CC(=NC1)NC1=NC=NC2=CC=C(C=C12)O (4-[(5-methylpyrazin-2-yl)amino]quinazolin-6-ol), C(C)OC(COC=1C=CC(=NC1)F)OCC (5-(2,2-diethoxyethoxy)-2-fluoropyridine). Product: CC=1N=CC(=NC1)NC1=NC=NC2=CC=C(C=C12)OC1=NC=C(C=C1)OCCN1CCCC1 (N-(5-methylpyrazin-2-yl)-6-{[5-(2-pyrrolidin-1-ylethoxy)pyridin-2-yl]oxy}quinazoline-4-amine). As a reaction SMILES: [CH3:1][C:2]1[N:3]=[CH:4][C:5]([NH:8][C:9]2[C:18]3[C:13](=[CH:14][CH:15]=[C:16]([OH:19])[CH:17]=3)[N:12]=[CH:11][N:10]=2)=[N:6][CH:7]=1.C(O[CH:23](OCC)[CH2:24][O:25][C:26]1[CH:27]=[CH:28][C:29](F)=[N:30][CH:31]=1)C.[NH:36]1[CH2:40][CH2:39][CH2:38][CH2:37]1>>[CH3:1][C:2]1[N:3]=[CH:4][C:5]([NH:8][C:9]2[C:18]3[C:13](=[CH:14][CH:15]=[C:16]([O:19][C:29]4[CH:28]=[CH:27][C:26]([O:25][CH2:24][CH2:23][N:36]5[CH2:40][CH2:39][CH2:38][CH2:37]5)=[CH:31][N:30]=4)[CH:17]=3)[N:12]=[CH:11][N:10]=2)=[N:6][CH:7]=1. Procedure: The compound of Example 38 was obtained as follows: Using 4-[(5-methylpyrazin-2-yl)amino]quinazolin-6-ol, 5-(2,2-diethoxyethoxy)-2-fluoropyridine and pyrrolidine, and in the same manner as in Example 31 or according to a method similar to it or according to a combination thereof with an ordinary method, the entitled compound (11 mg) was obtained as a pale yellow solid.